describe an organic reaction: reactants, conditions, products, and yield From a dataset of the Open Reaction Database (ORD), a public repository of structured organic reaction records. The reactants are Alkyl-H, N[C@@H]([C@@H](C)CC)C(=O)O (Ile), C1=CC=CC=C1 (Ph-H), CO—N—CH2—, fluorene-H, N[C@@H](C)C(=O)O (Ala), N[C@@H]([C@@H](C)CC)C(=O)O (Ile), fluorene-H, N[C@@H](C)C(=O)O (Ala), fluorene (Fmoc)-CH2—O, N—CH2—CH2—CH2, C1=CC=CC=C1 (Ph-H), C1=CC=CC=C1 (Ph-H), CO—N—CH2—, N[C@@H]([C@@H](C)CC)C(=O)O (Ile), N[C@@H](C)C(=O)O (Ala), fluorene-H, Ala Me, C1=CC=CC=2C3=CC=CC=C3CC12 (fluorene). Yields the product N([C@@H]([C@@H](C)CC)C(=O)O)C(=O)OCC1C2=CC=CC=C2C2=CC=CC=C12 (Fmoc-Ile-OH). Reaction SMILES: [CH:1]1[C:13]2[CH2:12][C:11]3[C:6](=[CH:7][CH:8]=[CH:9][CH:10]=3)[C:5]=2[CH:4]=[CH:3][CH:2]=1.[NH2:14][C@H:15]([C:20]([OH:22])=[O:21])[C@H:16]([CH2:18][CH3:19])[CH3:17].N[C@H]([C:26]([OH:28])=[O:27])C.[CH:29]1C=CC=CC=1>>[NH:14]([C:26]([O:28][CH2:29][CH:12]1[C:11]2[C:6](=[CH:7][CH:8]=[CH:9][CH:10]=2)[C:5]2[C:13]1=[CH:1][CH:2]=[CH:3][CH:4]=2)=[O:27])[C@H:15]([C:20]([OH:22])=[O:21])[C@H:16]([CH2:18][CH3:19])[CH3:17]. Reported procedure: 0.88 (3H, t, J=6.9, —OC17H34-Me) 1.20-2.20 (75H, br, m, Alkyl-H, Ile Me-CH2—CH-Me, Pro N—CH2—CH2—CH2—CH, Ala Me) 2.30 (1H, br, s, Ile Me-CH2—CH-Me) 3.38 (4H, t, J=6.6, —CH2—O—CH2—C21H43) 3.58 (1H, br, Pro CO—N—CH2—) 3.70 (1H, br, Pro CO—N—CH2—) 3.88 (2H, br, t, J=6.6, fl-O—CH2—) 4.19 (1H, t, J=6.6, fluorene (Fmoc) C9-H) 4.25-4.45 (3H, m, fluorene (Fmoc)-CH2—O, Ile or Pro or Ala α-H) 4.50 (1H, br, m, Ile or Pro or Ala α-H) 4.66 (1H, br, m, Ile or Pro or Ala α-H) 5.40 (1H, d, J=9.3, Fmoc-NH—) 6.75... Reactants: O=C(O)C1CN(Cc2ccccc2)CCC1c1ccsc1, O=C(Cl)C(=O)Cl, ClCCl, CN(C)C=O. Yields the product O=C(Cl)C1CN(Cc2ccccc2)CCC1c1ccsc1. As a reaction SMILES: [CH2:1]([c:2]1[cH:3][cH:4][cH:5][cH:6][cH:7]1)[N:8]1[CH2:9][CH:10]([C:19](=[O:20])[OH:21])[CH:11]([c:14]2[cH:15][s:16][cH:17][cH:18]2)[CH2:12][CH2:13]1.[Cl:27][C:28]([C:29]([Cl:30])=[O:31])=[O:32].[Cl:33][CH2:34][Cl:35].[O:22]=[CH:23][N:24]([CH3:25])[CH3:26]>>[CH2:1]([c:2]1[cH:3][cH:4][cH:5][cH:6][cH:7]1)[N:8]1[CH2:9][CH:10]([C:19](=[O:21])[Cl:27])[CH:11]([c:14]2[cH:15][s:16][cH:17][cH:18]2)[CH2:12][CH2:13]1. The reactants are [Br-].[Li+] (lithium bromide), ClP(C(C)(C)C)C(C)(C)C (chlorodi-tert-butylphosphine), BrC1C(C1)(C1=CC=CC=C1)C1=CC=CC=C1 (1-bromo-2,2-diphenyl-cyclopropane), [Mg] (magnesium), II (iodine), CCCCCC (hexane). The reagents and catalysts are [Cu](I)I (copper iodide). The solvent is C1CCOC1 (THF). Conditions: temperature 40 celsius, time 1 hour. Product: C1(=CC=CC=C1)C1(C(C1)(C)P(C(C)(C)C)C(C)(C)C)C1=CC=CC=C1 (2,2-diphenyl-1-(di-tert-butylphosphino)-1-methylcyclopropane). The yield is 47.0%. As a reaction SMILES: Br[CH:2]1[CH2:4][C:3]1([C:11]1[CH:16]=[CH:15][CH:14]=[CH:13][CH:12]=1)[C:5]1[CH:10]=[CH:9][CH:8]=[CH:7][CH:6]=1.[Mg].II.[Br-].[Li+].Cl[P:23]([C:28]([CH3:31])([CH3:30])[CH3:29])[C:24]([CH3:27])([CH3:26])[CH3:25].[CH3:32]CCCCC>[Cu](I)I.C1COCC1>[C:5]1([C:3]2([C:11]3[CH:16]=[CH:15][CH:14]=[CH:13][CH:12]=3)[CH2:4][C:2]2([P:23]([C:28]([CH3:31])([CH3:30])[CH3:29])[C:24]([CH3:27])([CH3:26])[CH3:25])[CH3:32])[CH:10]=[CH:9][CH:8]=[CH:7][CH:6]=1 |f:3.4|. Procedure details: Under a nitrogen atmosphere, 1-bromo-2,2-diphenyl-cyclopropane (1.44 g, 5.0 mmol), magnesium (0.134 g, 5.5 mmol) and THF (10 ml) were placed in a reaction flask, followed by addition of a trace amount of iodine and stirring at 40° C. for one hour. After cooling, copper iodide (0.962 g, 5.0 mmol), lithium bromide (0.567 g, 6.5 mmol) and chlorodi-tert-butylphosphine (0.95 ml, 5.0 mmol) were added and the resulting mixture was stirred at 60° C. for 3 hours, followed by cooling to room temperature. ... Starting materials: CCN1CCNCC1, CCn1cc(C(=O)O)c(=O)c2cc3cc(F)c(Cl)cc3nc21, c1ccncc1. The product is CCN1CCN(c2cc3nc4c(cc3cc2F)c(=O)c(C(=O)O)cn4CC)CC1. As a reaction SMILES: [CH2:23]([CH3:24])[N:25]1[CH2:26][CH2:27][NH:28][CH2:29][CH2:30]1.[Cl:1][c:2]1[c:3]([F:22])[cH:4][c:5]2[c:6]([n:7][c:8]3[n:9]([CH2:19][CH3:20])[cH:10][c:11]([C:16](=[O:17])[OH:18])[c:12](=[O:15])[c:13]3[cH:14]2)[cH:21]1.[cH:31]1[cH:32][cH:33][n:34][cH:35][cH:36]1>>[c:2]1([N:28]2[CH2:27][CH2:26][N:25]([CH2:23][CH3:24])[CH2:30][CH2:29]2)[c:3]([F:22])[cH:4][c:5]2[c:6]([n:7][c:8]3[n:9]([CH2:19][CH3:20])[cH:10][c:11]([C:16](=[O:17])[OH:18])[c:12](=[O:15])[c:13]3[cH:14]2)[cH:21]1. The reactants are FC1=C(C=CC=C1)[N+](=O)[O-] (2-fluoronitrobenzene), ice water, [H-].[Na+] (sodium hydride), OC1CCSCC1 (4-hydroxytetrahydrothiopyran). The solvent is O1CCOCC1 (dioxane), O1CCOCC1 (dioxane). Reaction conditions: temperature 90 celsius. Product: S1CCC(CC1)OC1=C(C=CC=C1)[N+](=O)[O-] (2-(tetrahydro-4H-thiopyran-4-yloxy)nitrobenzene). The yield is 83.7%. Reaction SMILES: [H-].[Na+].[OH:3][CH:4]1[CH2:9][CH2:8][S:7][CH2:6][CH2:5]1.F[C:11]1[CH:16]=[CH:15][CH:14]=[CH:13][C:12]=1[N+:17]([O-:19])=[O:18]>O1CCOCC1>[S:7]1[CH2:8][CH2:9][CH:4]([O:3][C:11]2[CH:16]=[CH:15][CH:14]=[CH:13][C:12]=2[N+:17]([O-:19])=[O:18])[CH2:5][CH2:6]1 |f:0.1|. Procedure: To 50 ml of a dioxane suspension containing 0.96 g of 60% sodium hydride was added 3.6 g of 4-hydroxytetrahydrothiopyran at room temperature, and the mixture was stirred on heating at 90° C. with stirring for 6 hours. The temperature of the mixture was returned to room temperature, then 10 ml of a dioxane solution of 4.5 g of 2-fluoronitrobenzene was added dropwise, and the mixture was stirred overnight. The reaction solution was poured into ice water and extracted with ethyl ether, and the ethy...